From a dataset of the Open Reaction Database (ORD), a public repository of structured organic reaction records. describe an organic reaction: reactants, conditions, products, and yield The reactants are C(C)OC(C(C(O)C1=CC(=CC=C1)OCC1=CC=CC=C1)OCC)=O (3-(3-benzyloxy-phenyl)-2-ethoxy-3-hydroxy-propionic acid ethyl ester), COC(C(=CC1=CC(=CC=C1)OCC1=CC=CC=C1)OC)=O (3-(3-benzyloxy-phenyl)-2-methoxy-acrylic acid methyl ester). Product: C(C)OC(C(=CC1=CC(=CC=C1)OCC1=CC=CC=C1)OCC)=O (3-(3-benzyloxy-phenyl)-2-ethoxy-acrylic acid ethyl ester). Reaction SMILES: [CH2:1]([O:3][C:4](=[O:25])[CH:5]([O:22][CH2:23][CH3:24])[CH:6]([C:8]1[CH:13]=[CH:12][CH:11]=[C:10]([O:14][CH2:15][C:16]2[CH:21]=[CH:20][CH:19]=[CH:18][CH:17]=2)[CH:9]=1)O)[CH3:2].COC(=O)C(OC)=CC1C=CC=C(OCC2C=CC=CC=2)C=1>>[CH2:1]([O:3][C:4](=[O:25])[C:5]([O:22][CH2:23][CH3:24])=[CH:6][C:8]1[CH:13]=[CH:12][CH:11]=[C:10]([O:14][CH2:15][C:16]2[CH:17]=[CH:18][CH:19]=[CH:20][CH:21]=2)[CH:9]=1)[CH3:2]. Procedure details: The title compound was prepared from 3-(3-benzyloxy-phenyl)-2-ethoxy-3-hydroxy-propionic acid ethyl ester (Example 378, Step 1) via the same procedure used for the preparation of 3-(3-benzyloxy-phenyl)-2-methoxy-acrylic acid methyl ester (Example 291, Step 2) to afford the title compound as a colorless oil.